This data is from the Open Reaction Database (ORD), a public repository of structured organic reaction records. The task is: describe an organic reaction: reactants, conditions, products, and yield Reactants: C(=O)(N1C=NC=C1)N1C=NC=C1 (carbonyldiimidazole), C(CCC(=O)O)(=O)O.C(CCCCCCCCCCCCCCC)(=O)C(C(C(O)C(CCCCCCCCCCCCCCC)=O)O)O (dipalmitoylglycerol succinate), NCCC1=CNC=N1 (histamine). Solvent: CN(C)C=O (DMF), CN(C)C=O (DMF). Reaction conditions: time 1 hour. Product: NCCC1=CNC=N1.C(CCC(=O)O)(=O)O.C(CCCCCCCCCCCCCCC)(=O)C(C(C(O)C(CCCCCCCCCCCCCCC)=O)O)O (histamine dipalmitoylglycerol succinate). As a reaction SMILES: [C:1]([OH:8])(=[O:7])[CH2:2][CH2:3][C:4]([OH:6])=[O:5].[C:9]([CH:26]([OH:48])[CH:27]([OH:47])[CH:28]([C:30](=[O:46])[CH2:31][CH2:32][CH2:33][CH2:34][CH2:35][CH2:36][CH2:37][CH2:38][CH2:39][CH2:40][CH2:41][CH2:42][CH2:43][CH2:44][CH3:45])[OH:29])(=[O:25])[CH2:10][CH2:11][CH2:12][CH2:13][CH2:14][CH2:15][CH2:16][CH2:17][CH2:18][CH2:19][CH2:20][CH2:21][CH2:22][CH2:23][CH3:24].C(N1C=CN=C1)(N1C=CN=C1)=O.[NH2:61][CH2:62][CH2:63][C:64]1[N:68]=[CH:67][NH:66][CH:65]=1>CN(C=O)C>[NH2:61][CH2:62][CH2:63][C:64]1[N:68]=[CH:67][NH:66][CH:65]=1.[C:1]([OH:8])(=[O:7])[CH2:2][CH2:3][C:4]([OH:6])=[O:5].[C:9]([CH:26]([OH:48])[CH:27]([OH:47])[CH:28]([C:30](=[O:46])[CH2:31][CH2:32][CH2:33][CH2:34][CH2:35][CH2:36][CH2:37][CH2:38][CH2:39][CH2:40][CH2:41][CH2:42][CH2:43][CH2:44][CH3:45])[OH:29])(=[O:25])[CH2:10][CH2:11][CH2:12][CH2:13][CH2:14][CH2:15][CH2:16][CH2:17][CH2:18][CH2:19][CH2:20][CH2:21][CH2:22][CH2:23][CH3:24] |f:0.1,5.6.7|. Procedure details: 1.7 g of dipalmitoylglycerol succinate is dissolved in 20 ml of DMF at room temperature. The solution is added with 400 mg of carbonyldiimidazole dissolved in 20 ml of DMF. The mixture is allowed to stir for 1 hour and subsequently added with 300 mg of histamine. The mixture is stirred overnight and concentrated thoroughly in vacuum. The residue is purified using column chromatography on silica gel 60, with chloroform/methanol 10:1 being used as eluant. The reactants are ClC1=NC=CC(=N1)N1CC2CCC(C1)O2 (3-(2-Chloro-pyrimidin-4-yl)-8-oxa-3-aza-bicyclo[3.2.1]octane), NC1=CC=C(C=C1)B(O)O (4-aminophenylboronic acid), pinacol ester, solution, C(=O)([O-])[O-].[Na+].[Na+] (Na2CO3). Solvent: C1(=CC=CC=C1)C (toluene), CCO (EtOH). Yields the product C12CN(CC(CC1)O2)C2=NC(=NC=C2)C2=CC=C(N)C=C2 (4-[4-(8-oxa-3-azabicyclo[3.2.1]oct-3-yl)pyrimidin-2-yl]aniline). Yield: 82.0%. RXN SMILES: Cl[C:2]1[N:7]=[C:6]([N:8]2[CH2:14][CH:13]3[O:15][CH:10]([CH2:11][CH2:12]3)[CH2:9]2)[CH:5]=[CH:4][N:3]=1.[NH2:16][C:17]1[CH:22]=[CH:21][C:20](B(O)O)=[CH:19][CH:18]=1.C([O-])([O-])=O.[Na+].[Na+]>C1(C)C=CC=CC=1.CCO>[CH:10]12[O:15][CH:13]([CH2:12][CH2:11]1)[CH2:14][N:8]([C:6]1[CH:5]=[CH:4][N:3]=[C:2]([C:20]3[CH:21]=[CH:22][C:17]([NH2:16])=[CH:18][CH:19]=3)[N:7]=1)[CH2:9]2 |f:2.3.4|. Procedure: 3-(2-Chloro-pyrimidin-4-yl)-8-oxa-3-aza-bicyclo[3.2.1]octane (3, 564 mg, 2.5 mmol) and 4-aminophenylboronic acid, pinacol ester (602 mg, 2.75 mmol) are dissolved in toluene (25 mL) and EtOH (15 mL). A 2M solution of Na2CO3 is added (5 mL) and the mixture is degassed by leading a stream of nitrogen through the solution. Tetrakis(triphenylphosphine) palladium is added (144 mg, 5 mol %) and the mixture is heated under reflux for 48 hours. The mixture is diluted with EtOAc, washed with saturated NaH... Starting materials: Cl.C(C)(=O)OCC (hydrogen chloride ethyl acetate), C(C1=CC=CC=C1)OC1=C(C=C(C=C1)C=1OC2=C(N1)C=CC(=C2F)O)F (2-(4-(benzyloxy)-3-fluorophenyl)-7-fluoro-1,3-benzoxazol-6-ol), OC[C@H](C)NC(OC(C)(C)C)=O (tert-butyl ((2S)-1-hydroxypropan-2-yl)carbamate), C1(=CC=CC=C1)P(C1=CC=CC=C1)C1=CC=CC=C1 (triphenylphosphine), C1(=CC=CC=C1)C.N(=NC(=O)OC(C)C)C(=O)OC(C)C (diisopropyl azodicarboxylate toluene). Solvent: C1CCOC1 (THF). Reaction conditions: time 30 minute. The product is C(C1=CC=CC=C1)OC1=C(C=C(C=C1)C=1OC2=C(N1)C=CC(=C2F)OC[C@H](C)NC(C)=O)F (N-((2S)-1-((2-(4-(benzyloxy)-3-fluorophenyl)-7-fluoro-1,3-benzoxazol-6-yl)oxy)propan-2-yl)acetamide). The yield is 74.6%. As a reaction SMILES: [CH2:1]([O:8][C:9]1[CH:14]=[CH:13][C:12]([C:15]2[O:16][C:17]3[C:23]([F:24])=[C:22]([OH:25])[CH:21]=[CH:20][C:18]=3[N:19]=2)=[CH:11][C:10]=1[F:26])[C:2]1[CH:7]=[CH:6][CH:5]=[CH:4][CH:3]=1.O[CH2:28][C@@H:29]([NH:31][C:32](=[O:38])OC(C)(C)C)[CH3:30].[C:39]1(P(C2C=CC=CC=2)C2C=CC=CC=2)C=CC=CC=1.C1(C)C=CC=CC=1.N(C(OC(C)C)=O)=NC(OC(C)C)=O.Cl.C(OCC)(=O)C>C1COCC1>[CH2:1]([O:8][C:9]1[CH:14]=[CH:13][C:12]([C:15]2[O:16][C:17]3[C:23]([F:24])=[C:22]([O:25][CH2:28][C@@H:29]([NH:31][C:32](=[O:38])[CH3:39])[CH3:30])[CH:21]=[CH:20][C:18]=3[N:19]=2)=[CH:11][C:10]=1[F:26])[C:2]1[CH:3]=[CH:4][CH:5]=[CH:6][CH:7]=1 |f:3.4,5.6|. Reported procedure: To a solution of 2-(4-(benzyloxy)-3-fluorophenyl)-7-fluoro-1,3-benzoxazol-6-ol (1.13 g), tert-butyl ((2S)-1-hydroxypropan-2-yl)carbamate (0.841 g) and triphenylphosphine (1.26 g) in THF (20 mL) was added dropwise diisopropyl azodicarboxylate toluene solution (1.9 M, 2.52 mL) at 0° C., and the mixture was stirred at room temperature for 30 min. The reaction mixture was concentrated under reduced pressure, and the residue was purified by silica gel column chromatography (NH, hexane/ethyl acetate) ... Starting materials: CCC(CC)(c1ccc(-c2cncc(CC(=O)OC)c2)cc1)c1ccc(CCC2(O)CCCC2)c(C)c1, CO, [Cl-], [NH4+], [Na+], [OH-]. The product is CCC(CC)(c1ccc(-c2cncc(CC(=O)O)c2)cc1)c1ccc(CCC2(O)CCCC2)c(C)c1. As a reaction SMILES: [CH3:3][O:4][C:5]([CH2:6][c:7]1[cH:8][n:9][cH:10][c:11](-[c:13]2[cH:14][cH:15][c:16]([C:19]([CH2:20][CH3:21])([c:22]3[cH:23][c:24]([CH3:36])[c:25]([CH2:28][CH2:29][C:30]4([OH:35])[CH2:31][CH2:32][CH2:33][CH2:34]4)[cH:26][cH:27]3)[CH2:37][CH3:38])[cH:17][cH:18]2)[cH:12]1)=[O:39].[CH3:42][OH:43].[Cl-:40].[NH4+:41].[Na+:2].[OH-:1]>>[O:4]=[C:5]([CH2:6][c:7]1[cH:8][n:9][cH:10][c:11](-[c:13]2[cH:14][cH:15][c:16]([C:19]([CH2:20][CH3:21])([c:22]3[cH:23][c:24]([CH3:36])[c:25]([CH2:28][CH2:29][C:30]4([OH:35])[CH2:31][CH2:32][CH2:33][CH2:34]4)[cH:26][cH:27]3)[CH2:37][CH3:38])[cH:17][cH:18]2)[cH:12]1)[OH:39]. Reaction SMILES: [C:30]([O-:31])(=[O:32])[CH3:33].[CH2:40]1[CH2:41][CH2:42][NH:43][CH2:44][CH2:45]1.[CH3:46][C:47](=[O:48])[OH:49].[CH3:50][c:51]1[cH:52][cH:53][cH:54][cH:55][cH:56]1.[CH3:57][CH2:58][O:59][C:60](=[O:61])[CH3:62].[Cl:1][c:2]1[cH:3][c:4]([CH:5]=[O:6])[cH:7][c:8]([Cl:22])[c:9]1[O:10][c:11]1[cH:12][c:13]([CH:19]([CH3:20])[CH3:21])[c:14]([O:17][CH3:18])[cH:15][cH:16]1.[NH2+:34]1[CH2:35][CH2:36][CH2:37][CH2:38][CH2:39]1.[S:23]1[C:24](=[O:29])[NH:25][C:26](=[O:28])[CH2:27]1>>[Cl:1][c:2]1[cH:3][c:4]([CH:5]=[C:27]2[S:23][C:24](=[O:29])[NH:25][C:26]2=[O:28])[cH:7][c:8]([Cl:22])[c:9]1[O:10][c:11]1[cH:12][c:13]([CH:19]([CH3:20])[CH3:21])[c:14]([O:17][CH3:18])[cH:15][cH:16]1. The reactants are CC(=O)[O-], C1CCNCC1, CC(=O)O, Cc1ccccc1, CCOC(C)=O, COc1ccc(Oc2c(Cl)cc(C=O)cc2Cl)cc1C(C)C, C1CC[NH2+]CC1, O=C1CSC(=O)N1. Product: COc1ccc(Oc2c(Cl)cc(C=C3SC(=O)NC3=O)cc2Cl)cc1C(C)C. Reactants: CN(C(CCCCCCC\C=C/CCCCCCCC)=O)CCO (N-methyl-N-(2-hydroxyethyl)oleamide), C(C1=CC=CC=C1)(=O)Cl (benzoyl chloride). The product is CN(C(CCCCCCC\C=C/CCCCCCCC)=O)CCOC(C1=CC=CC=C1)=O (N-methyl-N-(2-benzoyloxyethyl)oleamide). RXN SMILES: [CH3:1][N:2]([CH2:22][CH2:23][OH:24])[C:3](=[O:21])[CH2:4][CH2:5][CH2:6][CH2:7][CH2:8][CH2:9][CH2:10]/[CH:11]=[CH:12]\[CH2:13][CH2:14][CH2:15][CH2:16][CH2:17][CH2:18][CH2:19][CH3:20].[C:25](Cl)(=[O:32])[C:26]1[CH:31]=[CH:30][CH:29]=[CH:28][CH:27]=1>>[CH3:1][N:2]([CH2:22][CH2:23][O:24][C:25](=[O:32])[C:26]1[CH:31]=[CH:30][CH:29]=[CH:28][CH:27]=1)[C:3](=[O:21])[CH2:4][CH2:5][CH2:6][CH2:7][CH2:8][CH2:9][CH2:10]/[CH:11]=[CH:12]\[CH2:13][CH2:14][CH2:15][CH2:16][CH2:17][CH2:18][CH2:19][CH3:20]. Procedure details: N-methyl-N-(2-benzoyloxyethyl)oleamide was prepared by the procedure of example 1 from 34 gms. (0.1 mole) of N-methyl-N-(2-hydroxyethyl)oleamide and 14 gms. (0.1 mole) of benzoyl chloride. The structure of the final product was characterized on the basis of IR and NMR spectral analyses as described in example 1. Starting materials: Cl.C(C1=CC=CC=C1)OC=1C=C(CCN)C=CC1OCC1=CC=CC=C1 (3,4-dibenzyloxyphenethylamine hydrochloride), O=C(CCC=1C=C(C(=O)N)C=CC1)C (3-(3'-oxobutyl)benzamide), C(#N)[BH3-].[Na+] (sodium cyanoborohydride). Run in CO (methanol). Reaction conditions: time 15 hour. Product: C(C1=CC=CC=C1)OC=1C=C(C=CC1OCC1=CC=CC=C1)CCNC(CCC1=CC(=CC=C1)C(N)=O)C (N-[2-(3,4-dibenzyloxyphenyl)ethyl]-1-methyl-3-(3-carbamoylphenyl)propylamine). Yield: 81.1%. As a reaction SMILES: Cl.[CH2:2]([O:9][C:10]1[CH:11]=[C:12]([CH:16]=[CH:17][C:18]=1[O:19][CH2:20][C:21]1[CH:26]=[CH:25][CH:24]=[CH:23][CH:22]=1)[CH2:13][CH2:14][NH2:15])[C:3]1[CH:8]=[CH:7][CH:6]=[CH:5][CH:4]=1.O=[C:28]([CH3:40])[CH2:29][CH2:30][C:31]1[CH:32]=[C:33]([CH:37]=[CH:38][CH:39]=1)[C:34]([NH2:36])=[O:35].C([BH3-])#N.[Na+]>CO>[CH2:2]([O:9][C:10]1[CH:11]=[C:12]([CH2:13][CH2:14][NH:15][CH:28]([CH3:40])[CH2:29][CH2:30][C:31]2[CH:39]=[CH:38][CH:37]=[C:33]([C:34](=[O:35])[NH2:36])[CH:32]=2)[CH:16]=[CH:17][C:18]=1[O:19][CH2:20][C:21]1[CH:26]=[CH:25][CH:24]=[CH:23][CH:22]=1)[C:3]1[CH:4]=[CH:5][CH:6]=[CH:7][CH:8]=1 |f:0.1,3.4|. Procedure: 2.61 g of 3,4-dibenzyloxyphenethylamine hydrochloride and 2.70 g of 3-(3'-oxobutyl)benzamide were dissolved in 50 ml of methanol, to which was added 0.47 g of sodium cyanoborohydride. The reaction was allowed to stand at room temperature for 15 hours. Then, the solvent was distilled off and the residue was extracted with 300 ml of ethyl acetate. The organic phase was washed with water and dried with anhydrous sodium sulfate. The solvent was distilled off and the residue was subjected to silica g... As a reaction SMILES: [CH3:1][O:2][c:3]1[cH:4][c:5]2[c:6]([O:15][c:16]3[cH:17][cH:18][c:19]([NH2:22])[cH:20][cH:21]3)[cH:7][cH:8][n:9][c:10]2[cH:11][c:12]1[O:13][CH3:14].[CH3:35][c:36]1[cH:37][cH:38][cH:39][cH:40][cH:41]1.[CH:23]([CH3:24])([CH3:25])[c:26]1[c:27]([N:32]=[C:33]=[O:34])[cH:28][cH:29][cH:30][cH:31]1>>[CH3:1][O:2][c:3]1[cH:4][c:5]2[c:6]([O:15][c:16]3[cH:17][cH:18][c:19]([NH:22][C:33]([NH:32][c:27]4[c:26]([CH:23]([CH3:24])[CH3:25])[cH:31][cH:30][cH:29][cH:28]4)=[O:34])[cH:20][cH:21]3)[cH:7][cH:8][n:9][c:10]2[cH:11][c:12]1[O:13][CH3:14]. The product is COc1cc2nccc(Oc3ccc(NC(=O)Nc4ccccc4C(C)C)cc3)c2cc1OC. The reactants are COc1cc2nccc(Oc3ccc(N)cc3)c2cc1OC, Cc1ccccc1, CC(C)c1ccccc1N=C=O. The reactants are NC(=O)C(=Cc1cn(C(c2ccccc2)(c2ccccc2)c2ccccc2)c(F)n1)NC(=O)c1ccccc1, CC(C)=O, Cl. The product is O=C(O)C(=Cc1cn(C(c2ccccc2)(c2ccccc2)c2ccccc2)c(F)n1)NC(=O)c1ccccc1. Reaction SMILES: [C:1]([c:2]1[cH:3][cH:4][cH:5][cH:6][cH:7]1)(=[O:8])[NH:9][C:10](=[CH:11][c:12]1[n:13][c:14]([F:36])[n:15]([C:17]([c:18]2[cH:19][cH:20][cH:21][cH:22][cH:23]2)([c:24]2[cH:25][cH:26][cH:27][cH:28][cH:29]2)[c:30]2[cH:31][cH:32][cH:33][cH:34][cH:35]2)[cH:16]1)[C:37]([NH2:38])=[O:39].[CH3:41][C:42]([CH3:43])=[O:44].[ClH:40]>>[C:1]([c:2]1[cH:3][cH:4][cH:5][cH:6][cH:7]1)(=[O:8])[NH:9][C:10](=[CH:11][c:12]1[n:13][c:14]([F:36])[n:15]([C:17]([c:18]2[cH:19][cH:20][cH:21][cH:22][cH:23]2)([c:24]2[cH:25][cH:26][cH:27][cH:28][cH:29]2)[c:30]2[cH:31][cH:32][cH:33][cH:34][cH:35]2)[cH:16]1)[C:37](=[O:39])[OH:44]. The solvent is COC(C)(C)C (tert-butyl methyl ether). Reactants: CC1(N=C(OC1=O)C=C)C (4,4-dimethyl-2-vinyl-4H-oxazol-5-one), COC(CN)OC (aminoacetaldehyde dimethyl acetal). As a reaction SMILES: [CH3:1][C:2]1([CH3:10])[C:6](=[O:7])[O:5][C:4]([CH:8]=[CH2:9])=[N:3]1.[CH3:11][O:12][CH:13]([O:16][CH3:17])[CH2:14][NH2:15]>COC(C)(C)C>[CH3:11][O:12][CH:13]([O:16][CH3:17])[CH2:14][NH:15][C:6]([C:2]([NH:3][C:4](=[O:5])[CH:8]=[CH2:9])([CH3:10])[CH3:1])=[O:7]. Reported procedure: 62.62 g (0.45 mol) of 4,4-dimethyl-2-vinyl-4H-oxazol-5-one (azalactone) are introduced into 275 g of tert-butyl methyl ether. 47.34 g (0.45 mol) of aminoacetaldehyde dimethyl acetal are slowly added with stirring. The product is formed as a white precipitate, which is filtered off, washed with tert-butyl methyl ether and dried, giving 106 g (96.5% of theory) of a white product of melting point 80-82° C. Product: COC(CNC(=O)C(C)(C)NC(C=C)=O)OC (N-[1-(2,2-Dimethoxyethylcarbamoyl)-1-methylethyl]acrylamide).